Dataset: the Open Reaction Database (ORD), a public repository of structured organic reaction records. Task: describe an organic reaction: reactants, conditions, products, and yield Reactants: CO, Cl, O=CC(O)C(O)C(O)CO. Product: COC1OC(CO)C(O)C1O. As a reaction SMILES: [CH3:12][OH:13].[ClH:1].[O:2]=[CH:3][CH:4]([OH:5])[CH:6]([OH:7])[CH:8]([OH:9])[CH2:10][OH:11]>>[O:2]([CH:3]1[CH:4]([OH:5])[CH:6]([OH:7])[CH:8]([CH2:10][OH:11])[O:9]1)[CH3:12]. Solvent: CO (methanol). Procedure details: 3,4,4a,5,6,7,8,8a-Octahydro-3-ethoxycarbonyl-8a-hydroxy-6-(4-methoxyphenyl)methyl-2H-benzo[b]pyran (21 g) in methanol (100 ml) was heated under reflux with ammonium acetate (40 g) for 18 hours. The mixture was evaporated to dryness and the residue partitioned between water and chloroform. The chloroform extract was dried (Na2SO4), treated with charcoal and evaporated to give an oil. This was crystallised from ethylacetate to give the title compound mp 165°-168° C. As a reaction SMILES: C([O:3][C:4]([CH:6]1[CH2:11][O:10][C:9]2(O)[CH2:12][CH2:13][CH:14]([CH2:16][C:17]3[CH:22]=[CH:21][C:20]([O:23][CH3:24])=[CH:19][CH:18]=3)[CH2:15][CH:8]2[CH2:7]1)=O)C.C([O-])(=O)C.[NH4+:30]>CO>[OH:10][CH2:11][CH:6]1[CH2:7][C:8]2[CH2:15][CH:14]([CH2:16][C:17]3[CH:22]=[CH:21][C:20]([O:23][CH3:24])=[CH:19][CH:18]=3)[CH2:13][CH2:12][C:9]=2[NH:30][C:4]1=[O:3] |f:1.2|. Yields the product OCC1C(NC=2CCC(CC2C1)CC1=CC=C(C=C1)OC)=O (3,4,5,6,7,8-Hexahydro-3-hydroxymethyl-6-((4-methoxyphenyl)methyl)quinolin-2[1H]-one). Reactants: C(C)OC(=O)C1CC2C(OC1)(CCC(C2)CC2=CC=C(C=C2)OC)O (3,4,4a,5,6,7,8,8a-Octahydro-3-ethoxycarbonyl-8a-hydroxy-6-(4-methoxyphenyl)methyl-2H-benzo[b]pyran), C(C)(=O)[O-].[NH4+] (ammonium acetate). Starting materials: C1(=CC=C(C=C1)S(=O)(=O)Cl)C (p-toluene sulfonyl chloride), C1(=CC=CC=C1)S(=O)(=O)Cl (benzene sulfonyl chloride). Product: C1(=CC=CC=C1)SSC1=CC=CC=C1 (phenyl-disulfide). The yield is 93.0%. As a reaction SMILES: [C:1]1(C)[CH:6]=[CH:5][C:4]([S:7](Cl)(=O)=O)=[CH:3][CH:2]=1.[C:12]1([S:18](Cl)(=O)=O)[CH:17]=[CH:16][CH:15]=[CH:14][CH:13]=1>>[C:12]1([S:18][S:7][C:4]2[CH:3]=[CH:2][CH:1]=[CH:6][CH:5]=2)[CH:17]=[CH:16][CH:15]=[CH:14][CH:13]=1. Reported procedure: One proceeds according to Example 1 except that p-toluene sulfonyl chloride is replaced by benzene sulfonyl chloride as starting material. Thus 10 g of phenyl-disulfide are obtained, yield 93%. Mp.: 58°-60° C. Isolated yield 62.7%. Yields the product ClC1=NC=CC=C1S(=O)(=O)N(C=1C=CC=C2C=C(NC12)C=1SC=CN1)C (2-Chloro-N-methyl-N-[2-(1,3-thiazol-2-yl)-1H-indol-7-yl]pyridine-3-sulfonamide). Procedure details: To a solution of N-methyl-2-(1,3-thiazol-2-yl)-1H-indole-7-amine monohydrochloride (132 mg) in pyridine (3 mL) was added 2-chloropyridine-3-sulfonyl chloride (120 mg) at 0° C., and the mixture was stirred at room temperature for 2 hr. The reaction mixture was concentrated, water was added, and the mixture was extracted with ethyl acetate. The ethyl acetate layer was washed with saturated brine, dried (MgSO4) and concentrated. The residue was subjected to silica gel column chromatography (ethyl a... Run in N1=CC=CC=C1 (pyridine). As a reaction SMILES: Cl.[CH3:2][NH:3][C:4]1[CH:5]=[CH:6][CH:7]=[C:8]2[C:12]=1[NH:11][C:10]([C:13]1[S:14][CH:15]=[CH:16][N:17]=1)=[CH:9]2.[Cl:18][C:19]1[C:24]([S:25](Cl)(=[O:27])=[O:26])=[CH:23][CH:22]=[CH:21][N:20]=1>N1C=CC=CC=1>[Cl:18][C:19]1[C:24]([S:25]([N:3]([CH3:2])[C:4]2[CH:5]=[CH:6][CH:7]=[C:8]3[C:12]=2[NH:11][C:10]([C:13]2[S:14][CH:15]=[CH:16][N:17]=2)=[CH:9]3)(=[O:27])=[O:26])=[CH:23][CH:22]=[CH:21][N:20]=1 |f:0.1|. Run at time 2 hour. Starting materials: Cl.CNC=1C=CC=C2C=C(NC12)C=1SC=CN1 (N-methyl-2-(1,3-thiazol-2-yl)-1H-indole-7-amine monohydrochloride), ClC1=NC=CC=C1S(=O)(=O)Cl (2-chloropyridine-3-sulfonyl chloride). Reactants: CC#N, CO, O=C(O)C(F)(F)F, NC(=O)CN1C(=O)Cc2ccccc21, O=[N+]([O-])O. The product is NC(=O)CN1C(=O)Cc2cc([N+](=O)[O-])ccc21. Reaction SMILES: [CH3:19][C:20]#[N:21].[CH3:22][OH:23].[F:24][C:25]([F:26])([F:27])[C:28]([OH:29])=[O:30].[O:1]=[C:2]1[N:3]([CH2:11][C:12](=[O:13])[NH2:14])[c:4]2[cH:5][cH:6][cH:7][cH:8][c:9]2[CH2:10]1.[OH:15][N+:16]([O-:17])=[O:18]>>[O:1]=[C:2]1[N:3]([CH2:11][C:12](=[O:13])[NH2:14])[c:4]2[cH:5][cH:6][c:7]([N+:16](=[O:15])[O-:17])[cH:8][c:9]2[CH2:10]1. Starting materials: NC1=NC(=NC(=C1)N)S (4,6-diamino-pyrimidine-2-thiol), ClCC1=NC=CC(=C1C)SCCCSC=1C=CC=2N(N1)C(=CN2)[N+](=O)[O-] (6-[3-(2-chloromethyl-3-methyl-pyridin-4-ylsulfanyl)-propylsulfanyl]-3-nitroimidazo[1,2-b]pyridazine). Solvent: CC(C)O (2-propanol). Run at temperature 4 celsius. The product is Cl.CC=1C(=NC=CC1SCCCSC=1C=CC=2N(N1)C(=CN2)[N+](=O)[O-])CSC2=NC(=CC(=N2)N)N (2-{3-Methyl-4-[3-(3-nitroimidazo[1,2-b]pyridazin-6-ylsulfanyl)-propylsulfanyl]-pyridin-2-ylmethyl-sulfanyl}-pyrimidine-4,6-diamine hydrochloride). As a reaction SMILES: [NH2:1][C:2]1[CH:7]=[C:6]([NH2:8])[N:5]=[C:4]([SH:9])[N:3]=1.[Cl:10][CH2:11][C:12]1[C:17]([CH3:18])=[C:16]([S:19][CH2:20][CH2:21][CH2:22][S:23][C:24]2[CH:25]=[CH:26][C:27]3[N:28]([C:30]([N+:33]([O-:35])=[O:34])=[CH:31][N:32]=3)[N:29]=2)[CH:15]=[CH:14][N:13]=1>CC(O)C>[ClH:10].[CH3:18][C:17]1[C:12]([CH2:11][S:9][C:4]2[N:5]=[C:6]([NH2:8])[CH:7]=[C:2]([NH2:1])[N:3]=2)=[N:13][CH:14]=[CH:15][C:16]=1[S:19][CH2:20][CH2:21][CH2:22][S:23][C:24]1[CH:25]=[CH:26][C:27]2[N:28]([C:30]([N+:33]([O-:35])=[O:34])=[CH:31][N:32]=2)[N:29]=1 |f:3.4|. Procedure: A suspension of 4,6-diamino-pyrimidine-2-thiol (0.36 g, 2.5 mmol) and 6-[3-(2-chloromethyl-3-methyl-pyridin-4-ylsulfanyl)-propylsulfanyl]-3-nitroimidazo[1,2-b]pyridazine (1.03 g, 2.5 mmol) in 2-propanol (50 ml) is heated under reflux for 6 h under a nitrogen atmosphere. After cooling to 4° C., the precipitate is filtered, washed with cold 2-propanol and dried in vacuo. The crude product is triturated with hot acetonitrile (15 ml), filtered and dried again in vacuo to give the title compound as a...